This data is from the Open Reaction Database (ORD), a public repository of structured organic reaction records. The task is: describe an organic reaction: reactants, conditions, products, and yield Reactants: [OH-].[Na+] (NaOH), C(C)(=O)O (acetic acid), Cl (HCl), ClC=1C=CC=C(C1C(=O)O)N (6-chloroanthranilic acid), [OH-].[Na+] (NaOH), [O-]C#N.[Na+] (sodium cyanate). Solvent: O (water), O (water). Reaction conditions: time 9 hour. Yields the product ClC1=C2C(NC(NC2=CC=C1)=O)=O (5-chloroquinazolin-2,4-dione). Isolated yield 72.2%. Reaction SMILES: [Cl:1][C:2]1[CH:3]=[CH:4][CH:5]=[C:6]([NH2:11])[C:7]=1[C:8](O)=[O:9].[OH-].[Na+].[O-:14][C:15]#[N:16].[Na+].C(O)(=O)C.Cl>O>[Cl:1][C:2]1[CH:3]=[CH:4][CH:5]=[C:6]2[C:7]=1[C:8](=[O:9])[NH:16][C:15](=[O:14])[NH:11]2 |f:1.2,3.4|. Reported procedure: To a solution of 6-chloroanthranilic acid (1.72 g, 10 mmol) and NaOH (0.40 g, 10 mmol) in water (15 mL) was added sodium cyanate (0.72 g, 11 mmol), followed by acetic acid (0.66 g, 11 mmol). The solution was stirred for 9 h, and then acidified with conc. HCl. The precipitate was filtered off and washed with water. The wet solid was added to a solution of NaOH (8.0 g, 200 mmol) in water (60 mL) and stirred for 20 h. The precipitate was filtered off and suspended in water (80 mL), then heated to b... Reactants: Brc1ccncc1, OB(O)c1cc(Br)cc2c1OCC2, O=C([O-])[O-], COCCOC, CCO, COCCOC, [Cl-], Cl, [NH4+], [Na+], [Na+], c1ccc(P(c2ccccc2)(c2ccccc2)[Pd](P(c2ccccc2)(c2ccccc2)c2ccccc2)(P(c2ccccc2)(c2ccccc2)c2ccccc2)P(c2ccccc2)(c2ccccc2)c2ccccc2)cc1. Product: Brc1cc2c(c(-c3ccncc3)c1)OCC2. Reaction SMILES: [Br:1][c:2]1[cH:3][cH:4][n:5][cH:6][cH:7]1.[Br:9][c:10]1[cH:11][c:12]2[c:13]([c:17]([B:19]([OH:20])[OH:21])[cH:18]1)[O:14][CH2:15][CH2:16]2.[C:22](=[O:23])([O-:24])[O-:25].[CH3:30][O:31][CH2:32][CH2:33][O:34][CH3:35].[CH3:36][CH2:37][OH:38].[CH3:39][O:40][CH2:41][CH2:42][O:43][CH3:44].[Cl-:28].[ClH:8].[NH4+:29].[Na+:26].[Na+:27].[cH:45]1[cH:46][cH:47][c:48]([P:49]([Pd:50]([P:51]([c:52]2[cH:53][cH:54][cH:55][cH:56][cH:57]2)([c:58]2[cH:59][cH:60][cH:61][cH:62][cH:63]2)[c:64]2[cH:65][cH:66][cH:67][cH:68][cH:69]2)([P:70]([c:71]2[cH:72][cH:73][cH:74][cH:75][cH:76]2)([c:77]2[cH:78][cH:79][cH:80][cH:81][cH:82]2)[c:83]2[cH:84][cH:85][cH:86][cH:87][cH:88]2)[P:89]([c:90]2[cH:91][cH:92][cH:93][cH:94][cH:95]2)([c:96]2[cH:97][cH:98][cH:99][cH:100][cH:101]2)[c:102]2[cH:103][cH:104][cH:105][cH:106][cH:107]2)([c:108]2[cH:109][cH:110][cH:111][cH:112][cH:113]2)[c:114]2[cH:115][cH:116][cH:117][cH:118][cH:119]2)[cH:120][cH:121]1>>[c:2]1(-[c:17]2[c:13]3[c:12]([cH:11][c:10]([Br:9])[cH:18]2)[CH2:16][CH2:15][O:14]3)[cH:3][cH:4][n:5][cH:6][cH:7]1.